Dataset: the Open Reaction Database (ORD), a public repository of structured organic reaction records. Task: describe an organic reaction: reactants, conditions, products, and yield The reactants are C1(CCCCC1)C=1C=2C=CC(=CC2N2C1C1=C(C=C(C2)C(=O)OC)C=CC=C1)C(=O)OC (dimethyl 13-cyclohexyl-7H-indolo[2,1-a][2]benzazepine-6,10-dicarboxylate), [Li+].[OH-] (LiOH), 2d, Cl (HCl). Solvent: CN(C)C=O (DMF). The product is C1(CCCCC1)C=1C=2C=CC(=CC2N2C1C1=C(C=CC2)C=CC=C1)C(=O)OC (methyl 13-cyclohexyl-7H-indolo[2,1-a][2]benzazepine-10-carboxylate), 6-carboxylic acid. Isolated yield 81.3%. Reaction SMILES: [CH:1]1([C:7]2[C:8]3[CH:9]=[CH:10][C:11]([C:29]([O:31][CH3:32])=[O:30])=[CH:12][C:13]=3[N:14]3[CH2:20][C:19](C(OC)=O)=[CH:18][C:17]4[CH:25]=[CH:26][CH:27]=[CH:28][C:16]=4[C:15]=23)[CH2:6][CH2:5][CH2:4][CH2:3][CH2:2]1.[Li+].[OH-].Cl>CN(C=O)C>[CH:1]1([C:7]2[C:8]3[CH:9]=[CH:10][C:11]([C:29]([O:31][CH3:32])=[O:30])=[CH:12][C:13]=3[N:14]3[CH2:20][CH:19]=[CH:18][C:17]4[CH:25]=[CH:26][CH:27]=[CH:28][C:16]=4[C:15]=23)[CH2:2][CH2:3][CH2:4][CH2:5][CH2:6]1 |f:1.2|. Reported procedure: To a stirred solution of dimethyl 13-cyclohexyl-7H-indolo[2,1-a][2]benzazepine-6,10-dicarboxylate (2.6 g, 6.1 mmol) in DMF (60 mL) was added LiOH (1.45 g, 60 mmol) and the reaction mixture was heated at 60° C. for 2d. The reaction mixture was cooled internally with ice, acidified with 1M aqueous HCl (pH<2) and extracted with EtOAc (350 mL). The organics were washed with H2O (˜150 mL), brine (˜150 mL), dried (MgSO4), filtered and concentrated. The solids were triturated with Et2O/hexanes (1:2) an... Starting materials: CC(=O)O[BH-](OC(C)=O)OC(C)=O, CNC, CN(C)C=O, CC(=O)O, N#Cc1cnc2cc(-c3ccc(C=O)cc3)sc2c1Cl, ClCCl, [Na+], C1CCOC1. Yields the product CN(C)Cc1ccc(-c2cc3ncc(C#N)c(Cl)c3s2)cc1. RXN SMILES: [C:29]([O:30][BH-:31]([O:32][C:33](=[O:34])[CH3:35])[O:36][C:37](=[O:38])[CH3:39])(=[O:40])[CH3:41].[CH3:21][NH:22][CH3:23].[CH3:24][N:25]([CH3:26])[CH:27]=[O:28].[CH3:51][C:52](=[O:53])[OH:54].[Cl:1][c:2]1[c:3]2[c:4]([n:5][cH:6][c:7]1[C:8]#[N:9])[cH:10][c:11](-[c:13]1[cH:14][cH:15][c:16]([CH:19]=[O:20])[cH:17][cH:18]1)[s:12]2.[Cl:48][CH2:49][Cl:50].[Na+:42].[O:43]1[CH2:44][CH2:45][CH2:46][CH2:47]1>>[Cl:1][c:2]1[c:3]2[c:4]([n:5][cH:6][c:7]1[C:8]#[N:9])[cH:10][c:11](-[c:13]1[cH:14][cH:15][c:16]([CH2:19][N:22]([CH3:21])[CH3:23])[cH:17][cH:18]1)[s:12]2. The reactants are NC[C@@H]1[C@H]2C[C@H]2CN1C(=O)C=1N=C(SC1C1=CC(=CC=C1)Cl)C (((1S,2S,5R)-2-Aminomethyl-3-aza-bicyclo[3.1.0]hex-3-yl)-[5-(3-chloro-phenyl)-2-methyl-thiazol-4-yl]-methanone), N=1C=C(N2C1C=CC=C2)C(=O)O (Imidazo[1,2-a]pyridine-3-carboxylic acid). Reported procedure: prepared by reaction of ((1S,2S,5R)-2-Aminomethyl-3-aza-bicyclo[3.1.0]hex-3-yl)-[5-(3-chloro-phenyl)-2-methyl-thiazol-4-yl]-methanone with Imidazo[1,2-a]pyridine-3-carboxylic acid. LC-MS (basic): tR=0.83 min; [M+H]+=492.2. Reaction SMILES: [NH2:1][CH2:2][C@H:3]1[N:8]([C:9]([C:11]2[N:12]=[C:13]([CH3:23])[S:14][C:15]=2[C:16]2[CH:21]=[CH:20][CH:19]=[C:18]([Cl:22])[CH:17]=2)=[O:10])[CH2:7][C@H:6]2[C@@H:4]1[CH2:5]2.[N:24]1[CH:25]=[C:26]([C:33](O)=[O:34])[N:27]2[CH:32]=[CH:31][CH:30]=[CH:29][C:28]=12>>[Cl:22][C:18]1[CH:17]=[C:16]([C:15]2[S:14][C:13]([CH3:23])=[N:12][C:11]=2[C:9]([N:8]2[CH2:7][C@H:6]3[C@H:4]([CH2:5]3)[C@H:3]2[CH2:2][NH:1][C:33]([C:26]2[N:27]3[CH:32]=[CH:31][CH:30]=[CH:29][C:28]3=[N:24][CH:25]=2)=[O:34])=[O:10])[CH:21]=[CH:20][CH:19]=1. Yields the product ClC=1C=C(C=CC1)C1=C(N=C(S1)C)C(=O)N1[C@@H]([C@H]2C[C@H]2C1)CNC(=O)C1=CN=C2N1C=CC=C2 (Imidazo[1,2-a]pyridine-3-carboxylic Acid{(1S,2S,5R)-3-[5-(3-chloro-phenyl)-2-methyl-thiazole-4-carbonyl]-3-aza-bicyclo[3.1.0]hex-2-ylmethyl}-amide). Reactants: ClCCCl, COC(=O)c1ccccc1COc1ccc(CC(=O)O)cc1, CN(C)c1ccncc1, ClCCl, Cl, NCc1ccc(C(F)(F)F)cc1, O. The product is COC(=O)c1ccccc1COc1ccc(CC(=O)NCc2ccc(C(F)(F)F)cc2)cc1. Reaction SMILES: [CH2:35]([Cl:36])[CH2:37][Cl:38].[CH3:1][O:2][C:3](=[O:4])[c:5]1[c:6]([CH2:7][O:8][c:9]2[cH:10][cH:11][c:12]([CH2:15][C:16](=[O:17])[OH:18])[cH:13][cH:14]2)[cH:19][cH:20][cH:21][cH:22]1.[CH3:43][N:44]([c:45]1[cH:46][cH:47][n:48][cH:49][cH:50]1)[CH3:51].[Cl:40][CH2:41][Cl:42].[ClH:39].[F:23][C:24]([c:25]1[cH:26][cH:27][c:28]([CH2:29][NH2:30])[cH:31][cH:32]1)([F:33])[F:34].[OH2:52]>>[CH3:1][O:2][C:3](=[O:4])[c:5]1[c:6]([CH2:7][O:8][c:9]2[cH:10][cH:11][c:12]([CH2:15][C:16](=[O:18])[NH:30][CH2:29][c:28]3[cH:27][cH:26][c:25]([C:24]([F:23])([F:33])[F:34])[cH:32][cH:31]3)[cH:13][cH:14]2)[cH:19][cH:20][cH:21][cH:22]1. Reported procedure: The title compound was prepared following the procedure described for Example 156, but using 1-(6-(5-(1-(2-fluorophenyl)-5-(pyridin-4-yl)-1H-1,2,3-triazol-4-yl)-1,2,4-oxadiazol-3-yl)indolin-1-yl)ethanone, obtained in Step 1, (101 mg; 0.22 mmol). The solvent was removed in vacuo to afford a purple oil which was dissolved in HCl (1 M, 1 mL) and MeOH (1 mL). The solution was passed through an SCX column eluting with MeOH (50 mL) followed by NH3 (1 M in MeOH, 50 mL). The solvent was removed in vacuo... Yields the product FC1=C(C=CC=C1)N1N=NC(=C1C1=CC=NC=C1)C1=NC(=NO1)C1=CC=C2CCNC2=C1 (6-{5-[1-(2-fluorophenyl)-5-pyridin-4-yl-1H-1,2,3-triazol-4-yl]-1,2,4-oxadiazol-3-yl}indoline), Example 157. RXN SMILES: [F:1][C:2]1[CH:7]=[CH:6][CH:5]=[CH:4][C:3]=1[N:8]1[C:12]([C:13]2[CH:18]=[CH:17][N:16]=[CH:15][CH:14]=2)=[C:11]([C:19]2[O:23][N:22]=[C:21]([C:24]3[CH:32]=[C:31]4[C:27]([CH2:28][CH2:29][N:30]4C(=O)C)=[CH:26][CH:25]=3)[N:20]=2)[N:10]=[N:9]1>Cl.CO>[F:1][C:2]1[CH:7]=[CH:6][CH:5]=[CH:4][C:3]=1[N:8]1[C:12]([C:13]2[CH:14]=[CH:15][N:16]=[CH:17][CH:18]=2)=[C:11]([C:19]2[O:23][N:22]=[C:21]([C:24]3[CH:32]=[C:31]4[C:27]([CH2:28][CH2:29][NH:30]4)=[CH:26][CH:25]=3)[N:20]=2)[N:10]=[N:9]1. Starting materials: FC1=C(C=CC=C1)N1N=NC(=C1C1=CC=NC=C1)C1=NC(=NO1)C1=CC=C2CCN(C2=C1)C(C)=O (1-(6-(5-(1-(2-fluorophenyl)-5-(pyridin-4-yl)-1H-1,2,3-triazol-4-yl)-1,2,4-oxadiazol-3-yl)indolin-1-yl)ethanone). Run in CO (MeOH), Cl (HCl).